This data is from the Open Reaction Database (ORD), a public repository of structured organic reaction records. The task is: describe an organic reaction: reactants, conditions, products, and yield The product is [Br-], c1ccc(Cn2cc[n+](Cc3ccccc3)c2C2OCCO2)cc1. The reactants are BrCc1ccccc1, c1ccc(Cn2ccnc2C2OCCO2)cc1. Reaction SMILES: [Br:18][CH2:19][c:20]1[cH:21][cH:22][cH:23][cH:24][cH:25]1.[O:1]1[CH:2]([c:6]2[n:7]([CH2:11][c:12]3[cH:13][cH:14][cH:15][cH:16][cH:17]3)[cH:8][cH:9][n:10]2)[O:3][CH2:4][CH2:5]1>>[Br-:18].[O:1]1[CH:2]([c:6]2[n:7]([CH2:11][c:12]3[cH:13][cH:14][cH:15][cH:16][cH:17]3)[cH:8][cH:9][n+:10]2[CH2:19][c:20]2[cH:21][cH:22][cH:23][cH:24][cH:25]2)[O:3][CH2:4][CH2:5]1. The reactants are Cc1ccc(S(=O)(=O)n2ccc3c2ncc2ncc(C4CCC(N(Cc5ccccc5)Cc5ccccc5)CC4)n23)cc1, C1COCCO1, [Na+], [OH-]. Product: c1ccc(CN(Cc2ccccc2)C2CCC(c3cnc4cnc5[nH]ccc5n34)CC2)cc1. As a reaction SMILES: [CH2:1]([c:2]1[cH:3][cH:4][cH:5][cH:6][cH:7]1)[N:8]([CH:9]1[CH2:10][CH2:11][CH:12]([c:15]2[cH:16][n:17][c:18]3[n:19]2[c:20]2[c:21]([n:22][cH:23]3)[n:24]([S:27]([c:28]3[cH:29][cH:30][c:31]([CH3:32])[cH:33][cH:34]3)(=[O:35])=[O:36])[cH:25][cH:26]2)[CH2:13][CH2:14]1)[CH2:37][c:38]1[cH:39][cH:40][cH:41][cH:42][cH:43]1.[CH2:46]1[O:47][CH2:48][CH2:49][O:50][CH2:51]1.[Na+:45].[OH-:44]>>[CH2:1]([c:2]1[cH:3][cH:4][cH:5][cH:6][cH:7]1)[N:8]([CH:9]1[CH2:10][CH2:11][CH:12]([c:15]2[cH:16][n:17][c:18]3[n:19]2[c:20]2[c:21]([n:22][cH:23]3)[nH:24][cH:25][cH:26]2)[CH2:13][CH2:14]1)[CH2:37][c:38]1[cH:39][cH:40][cH:41][cH:42][cH:43]1.